From a dataset of the Open Reaction Database (ORD), a public repository of structured organic reaction records. describe an organic reaction: reactants, conditions, products, and yield Starting materials: C(=O)(O)[O-].[Na+] (NaHCO3), BrC1=C(N)C(=CC(=C1)Br)[N+](=O)[O-] (2,4-dibromo-6-nitroaniline), O.O.Cl[Sn]Cl (SnCl2.2H2O), C(C)O (ethanol). Run in C(C)(=O)OCC (ethyl acetate), C(C)(=O)OCC (ethyl acetate), hexanes. Product: BrC=1C(=C(C=C(C1)Br)N)N (3,5-Dibromo-1,2-diaminobenzene). RXN SMILES: [Br:1][C:2]1[CH:8]=[C:7]([Br:9])[CH:6]=[C:5]([N+:10]([O-])=O)[C:3]=1[NH2:4].O.O.Cl[Sn]Cl.C(O)C.C([O-])(O)=O.[Na+]>C(OCC)(=O)C>[Br:1][C:2]1[C:3]([NH2:4])=[C:5]([NH2:10])[CH:6]=[C:7]([Br:9])[CH:8]=1 |f:1.2.3,5.6|. Procedure details: 3,5-Dibromo-1,2-diaminobenzene was prepared using an adaptation of the method of Bellamy, et al. (Bellamy, F. D. et al., Tetrahedron Lett. 25: 839 (1984)). A mixture of 2,4-dibromo-6-nitroaniline (500 mg, 1.69. mmol) and SnCl2.2H2O (1.90 g, 8.45 mmol) dissolved in 5 mL ethyl acetate and 2 mL absolute ethanol under N2 was heated at 70° C. for 1 h. All the starting material had reacted as evidenced by TLC (silica gel, 3:1 hexanes:ethyl acetate). The reaction was allowed to cool to room temperature... Reactants: O=C([O-])[O-], C=CCS, CN(C)C=O, CCOC(=O)C(=NOCCBr)c1csc(NC=O)n1, [K+], [K+], O. Product: C=CCSCCON=C(C(=O)OCC)c1csc(NC=O)n1. RXN SMILES: [C:24](=[O:25])([O-:26])[O-:27].[CH2:1]([CH:2]=[CH2:3])[SH:4].[CH3:31][N:32]([CH3:33])[CH:34]=[O:35].[CH:5](=[O:6])[NH:7][c:8]1[s:9][cH:10][c:11]([C:13]([C:14](=[O:15])[O:16][CH2:17][CH3:18])=[N:19][O:20][CH2:21][CH2:22][Br:23])[n:12]1.[K+:28].[K+:29].[OH2:30]>>[CH2:1]([CH:2]=[CH2:3])[S:4][CH2:22][CH2:21][O:20][N:19]=[C:13]([c:11]1[cH:10][s:9][c:8]([NH:7][CH:5]=[O:6])[n:12]1)[C:14](=[O:15])[O:16][CH2:17][CH3:18]. Product: S1C(=CC=C1)C=1C=C(C=C(C1)C(F)(F)F)C=1N=C(OC1)CCC(=O)O (3-(4-(3-(thiophen-2-yl)-5-(trifluoromethyl)phenyl)oxazol-2-yl)propanoic acid). The yield is 71.0%. Reactants: S1C(=CC=C1)C=1C=C(C=C(C1)C(F)(F)F)C=1N=C(OC1)CCC(=O)OC (methyl 3-(4-(3-(thiophen-2-yl)-5-(trifluoromethyl)phenyl)oxazol-2-yl)propanoate), ClC=1C=C(C=C(C1)C(F)(F)F)C=1N=C(OC1)CCC(=O)O (3-(4-(3-chloro-5-(trifluoromethyl)phenyl)oxazol-2-yl)propanoic acid). Procedure details: The title compound was prepared from methyl 3-(4-(3-(thiophen-2-yl)-5-(trifluoromethyl)phenyl)oxazol-2-yl)propanoate (Reference Example 47) by a procedure similar to the one described for 3-(4-(3-chloro-5-(trifluoromethyl)phenyl)oxazol-2-yl)propanoic acid (Reference example 52) to provide 3-(4-(3-(thiophen-2-yl)-5-(trifluoromethyl)phenyl)oxazol-2-yl)propanoic acid (0.094 g, 71%) as a white solid. Reaction SMILES: [S:1]1[CH:5]=[CH:4][CH:3]=[C:2]1[C:6]1[CH:7]=[C:8]([C:16]2[N:17]=[C:18]([CH2:21][CH2:22][C:23]([O:25]C)=[O:24])[O:19][CH:20]=2)[CH:9]=[C:10]([C:12]([F:15])([F:14])[F:13])[CH:11]=1.ClC1C=C(C2N=C(CCC(O)=O)OC=2)C=C(C(F)(F)F)C=1>>[S:1]1[CH:5]=[CH:4][CH:3]=[C:2]1[C:6]1[CH:7]=[C:8]([C:16]2[N:17]=[C:18]([CH2:21][CH2:22][C:23]([OH:25])=[O:24])[O:19][CH:20]=2)[CH:9]=[C:10]([C:12]([F:13])([F:14])[F:15])[CH:11]=1. Starting materials: O=C(n1ccnc1)n1ccnc1, NC12CC3CC(CC(C3)C1)C2, CN(C)C=O, ClC(Cl)Cl, O=C(O)c1cnc2ccccc2c1. The product is O=C(NC12CC3CC(CC(C3)C1)C2)c1cnc2ccccc2c1. RXN SMILES: [C:1]([n:2]1[cH:3][cH:4][n:5][cH:6]1)([n:7]1[cH:8][cH:9][n:10][cH:11]1)=[O:12].[C:26]12([NH2:36])[CH2:27][CH:28]3[CH2:29][CH:30]([CH2:31][CH:32]([CH2:33]1)[CH2:34]3)[CH2:35]2.[CH3:37][N:38]([CH3:39])[CH:40]=[O:41].[CH:42]([Cl:43])([Cl:44])[Cl:45].[n:13]1[cH:14][c:15]([C:23](=[O:24])[OH:25])[cH:16][c:17]2[cH:18][cH:19][cH:20][cH:21][c:22]12>>[n:13]1[cH:14][c:15]([C:23](=[O:25])[NH:36][C:26]23[CH2:27][CH:28]4[CH2:29][CH:30]([CH2:31][CH:32]([CH2:33]2)[CH2:34]4)[CH2:35]3)[cH:16][c:17]2[cH:18][cH:19][cH:20][cH:21][c:22]12. Starting materials: ClC1=NC2=C(N1C(C)C)C=C(C(=C2)Cl)[N+](=O)[O-] (2,5-Dichloro-1-isopropyl-6-nitrobenzimidazole), CN1CCNCC1 (N-methylpiperazine), C(C)(=O)OCC (ethyl acetate). Solvent: C1(=CC=CC=C1)C (toluene). Product: ClC1=CC2=C(N(C(=N2)N2CCN(CC2)C)C(C)C)C=C1[N+](=O)[O-] (5-chloro-1-isopropyl-2-(4-methyl-1-piperazinyl)-6-nitrobenzimidazole). Yield: 84.7%. As a reaction SMILES: Cl[C:2]1[N:6]([CH:7]([CH3:9])[CH3:8])[C:5]2[CH:10]=[C:11]([N+:15]([O-:17])=[O:16])[C:12]([Cl:14])=[CH:13][C:4]=2[N:3]=1.[CH3:18][N:19]1[CH2:24][CH2:23][NH:22][CH2:21][CH2:20]1.C(OCC)(=O)C>C1(C)C=CC=CC=1>[Cl:14][C:12]1[C:11]([N+:15]([O-:17])=[O:16])=[CH:10][C:5]2[N:6]([CH:7]([CH3:9])[CH3:8])[C:2]([N:22]3[CH2:23][CH2:24][N:19]([CH3:18])[CH2:20][CH2:21]3)=[N:3][C:4]=2[CH:13]=1. Reported procedure: 2,5-Dichloro-1-isopropyl-6-nitrobenzimidazole (4.6 g) was suspended in toluene (31 ml) and to the suspension was added dropwise N-methylpiperazine (8.4 g) and then the mixture was refluxed for 30 minutes. To the reaction solution was added ethyl acetate and the mixture was washed with water and then extracted with 2N hydrochloric acid. The water layer was separated and made basic with an aqueous sodium hydroxide solution and then extracted with ethyl acetate. The organic layer was washed with wa... Starting materials: CC(C)(C)OC(=O)C1=C(O)COC2C(NC(=O)c3ccccc3)C(=O)N12, ClCCl, C=[N+]=[N-]. The product is COC1=C(C(=O)OC(C)(C)C)N2C(=O)C(NC(=O)c3ccccc3)C2OC1. RXN SMILES: [C:4]([c:5]1[cH:6][cH:7][cH:8][cH:9][cH:10]1)(=[O:11])[NH:12][CH:13]1[CH:14]2[O:15][CH2:16][C:17]([OH:29])=[C:18]([C:22](=[O:23])[O:24][C:25]([CH3:26])([CH3:27])[CH3:28])[N:19]2[C:20]1=[O:21].[CH2:30]([Cl:31])[Cl:32].[N+:1](=[N-:2])=[CH2:3]>>[CH3:3][O:29][C:17]1=[C:18]([C:22](=[O:23])[O:24][C:25]([CH3:26])([CH3:27])[CH3:28])[N:19]2[CH:14]([CH:13]([NH:12][C:4]([c:5]3[cH:6][cH:7][cH:8][cH:9][cH:10]3)=[O:11])[C:20]2=[O:21])[O:15][CH2:16]1. Starting materials: Cc1cc2nc3ccc(C(N)=O)cn3c(=O)c2s1, ClC(Cl)Cl, O=P(Cl)(Cl)Cl, c1ccncc1. The product is Cc1cc2nc3ccc(C#N)cn3c(=O)c2s1. As a reaction SMILES: [CH3:1][c:2]1[cH:3][c:4]2[n:5][c:6]3[n:7]([c:8](=[O:11])[c:9]2[s:10]1)[cH:12][c:13]([C:16](=[O:17])[NH2:18])[cH:14][cH:15]3.[CH:30]([Cl:31])([Cl:32])[Cl:33].[P:25]([Cl:26])([Cl:27])([Cl:28])=[O:29].[cH:19]1[cH:20][cH:21][n:22][cH:23][cH:24]1>>[CH3:1][c:2]1[cH:3][c:4]2[n:5][c:6]3[n:7]([c:8](=[O:11])[c:9]2[s:10]1)[cH:12][c:13]([C:16]#[N:18])[cH:14][cH:15]3.